This data is from the Open Reaction Database (ORD), a public repository of structured organic reaction records. The task is: describe an organic reaction: reactants, conditions, products, and yield The reactants are ClC1=NC(=C2C(=N1)N(N=C2)CC)N2CC1CCC(C2)O1 (3-(6-chloro-1-ethyl-1H-pyrazolo[3,4-d]pyrimidin-4-yl)-8-oxa-3-azabicyclo[3.2.1]octane), aqueous solution, C(=O)([O-])[O-].[Na+].[Na+] (Na2CO3), NC1=CC=C(C=C1)B(O)O (4-Aminophenylboronic acid), pinacol ester. The solvent is C1(=CC=CC=C1)C (toluene), C(C)O (ethanol). The product is C12CN(CC(CC1)O2)C2=C1C(=NC(=N2)C2=CC=C(N)C=C2)N(N=C1)CC (4-(4-(8-oxa-3-azabicyclo[3.2.1]octan-3-yl)-1-ethyl-1H-pyrazolo[3,4-d]pyrimidin-6-yl)aniline). As a reaction SMILES: Cl[C:2]1[N:7]=[C:6]2[N:8]([CH2:11][CH3:12])[N:9]=[CH:10][C:5]2=[C:4]([N:13]2[CH2:19][CH:18]3[O:20][CH:15]([CH2:16][CH2:17]3)[CH2:14]2)[N:3]=1.[NH2:21][C:22]1[CH:27]=[CH:26][C:25](B(O)O)=[CH:24][CH:23]=1.C([O-])([O-])=O.[Na+].[Na+]>C1(C)C=CC=CC=1.C(O)C>[CH:15]12[O:20][CH:18]([CH2:17][CH2:16]1)[CH2:19][N:13]([C:4]1[N:3]=[C:2]([C:25]3[CH:26]=[CH:27][C:22]([NH2:21])=[CH:23][CH:24]=3)[N:7]=[C:6]3[N:8]([CH2:11][CH3:12])[N:9]=[CH:10][C:5]=13)[CH2:14]2 |f:2.3.4|. Procedure details: 3-(6-chloro-1-ethyl-1H-pyrazolo[3,4-d]pyrimidin-4-yl)-8-oxa-3-azabicyclo[3.2.1]octane (3.08 g, 10.5 mmol) was dissolved in toluene (95 mL) and ethanol (55 mL). 4-Aminophenylboronic acid, pinacol ester (2.53 g, 11.55 mmol) was added followed by the addition of a 2M aqueous solution of Na2CO3 (21 mL). The mixture was degassed by bubbling a stream of nitrogen through the solution and tetrakis(triphenylphosphine)palladium (606 mg) was added. The mixture was heated under reflux for 16 h, cooled to ro... Reactants: ClC1=NC(=NC(=N1)Cl)N1CCN(CC1)C(=O)OC(C)(C)C (tert-Butyl 4-(4,6-dichloro-1,3,5-triazin-2-yl)piperazine-1-carboxylate), [OH-].[Na+] (sodium hydroxide). Product: ClC=1NC(N=C(N1)N1CCN(CC1)C(=O)OC(C)(C)C)=O (tert-Butyl 4-(6-chloro-4-oxo-4,5-dihydro-1,3,5-triazin-2-yl)piperazine-1-carboxylate). The yield is 101.1%. As a reaction SMILES: [Cl:1][C:2]1[N:7]=[C:6](Cl)[N:5]=[C:4]([N:9]2[CH2:14][CH2:13][N:12]([C:15]([O:17][C:18]([CH3:21])([CH3:20])[CH3:19])=[O:16])[CH2:11][CH2:10]2)[N:3]=1.[OH-:22].[Na+]>>[Cl:1][C:2]1[NH:7][C:6](=[O:22])[N:5]=[C:4]([N:9]2[CH2:14][CH2:13][N:12]([C:15]([O:17][C:18]([CH3:21])([CH3:20])[CH3:19])=[O:16])[CH2:11][CH2:10]2)[N:3]=1 |f:1.2|. Procedure details: tert-Butyl 4-(4,6-dichloro-1,3,5-triazin-2-yl)piperazine-1-carboxylate (14.9 g, 44.5 mmol) synthesized in Reference Synthesis Example 5 and 1 M sodium hydroxide aqueous solution (111 mL, 111 mmol) were used to obtain the title compound (14.2 g, quantitative) by synthesis in a similar manner to Reference Synthesis Example 2. The reactants are CC(=O)Nc1cc2occc(=O)c2cc1Oc1ccccc1, CS(=O)(=O)Cl, CN(C)C=O, CCOC(C)=O, [H-], [H][H], [Na+], O. Yields the product CC(=O)N(c1cc2occc(=O)c2cc1Oc1ccccc1)S(C)(=O)=O. Reaction SMILES: [C:1]([CH3:2])(=[O:3])[NH:4][c:5]1[cH:6][c:7]2[c:8]([c:9](=[O:13])[cH:10][cH:11][o:12]2)[cH:14][c:15]1[O:16][c:17]1[cH:18][cH:19][cH:20][cH:21][cH:22]1.[CH3:27][S:28]([Cl:29])(=[O:30])=[O:31].[CH3:32][N:33]([CH3:34])[CH:35]=[O:36].[CH3:37][CH2:38][O:39][C:40](=[O:41])[CH3:42].[H-:23].[H:25][H:26].[Na+:24].[OH2:43]>>[C:1]([CH3:2])(=[O:3])[N:4]([c:5]1[cH:6][c:7]2[c:8]([c:9](=[O:13])[cH:10][cH:11][o:12]2)[cH:14][c:15]1[O:16][c:17]1[cH:18][cH:19][cH:20][cH:21][cH:22]1)[S:28]([CH3:27])(=[O:30])=[O:31]. Starting materials: C(C)(C)N(CC)C(C)C (Diisopropylethylamine), BrC1=C(CN(C(=O)NC2=C(C=CC=C2Cl)Cl)CC2=CC=C(C=C2)OCC)C(=CC(=C1)[N+](=O)[O-])Br (N-(2,6-dibromo-4-nitrobenzyl)-N′-(2,6-dichlorophenyl)-N-(4-ethoxybenzyl)urea). Reagents/catalysts: [Cu]I (CuI). The solvent is CN(C)C=O (DMF). Reaction conditions: temperature 130 celsius. Product: BrC1=C2CN(C(N(C2=CC(=C1)[N+](=O)[O-])C1=C(C=CC=C1Cl)Cl)=O)CC1=CC=C(C=C1)OC (5-bromo-1-(2,6-dichlorophenyl)-3-(4-methoxybenzyl)-7-nitro-3,4-dihydroquinazolin-2(1H)-one). Reaction SMILES: C(N(C(C)C)CC)(C)C.Br[C:11]1[CH:39]=[C:38]([N+:40]([O-:42])=[O:41])[CH:37]=[C:36]([Br:43])[C:12]=1[CH2:13][N:14]([CH2:26][C:27]1[CH:32]=[CH:31][C:30]([O:33][CH2:34]C)=[CH:29][CH:28]=1)[C:15]([NH:17][C:18]1[C:23]([Cl:24])=[CH:22][CH:21]=[CH:20][C:19]=1[Cl:25])=[O:16]>CN(C=O)C.[Cu]I>[Br:43][C:36]1[CH:37]=[C:38]([N+:40]([O-:42])=[O:41])[CH:39]=[C:11]2[C:12]=1[CH2:13][N:14]([CH2:26][C:27]1[CH:32]=[CH:31][C:30]([O:33][CH3:34])=[CH:29][CH:28]=1)[C:15](=[O:16])[N:17]2[C:18]1[C:19]([Cl:25])=[CH:20][CH:21]=[CH:22][C:23]=1[Cl:24]. Procedure: Diisopropylethylamine (1.78 g, 13.8 mmol) and CuI (2.63 g, 13.8 mmol) was added to N-(2,6-dibromo-4-nitrobenzyl)-N′-(2,6-dichlorophenyl)-N-(4-ethoxybenzyl)urea (4.25 g, 6.88 mmol) in DMF (150 mL). After evacuating and flushing three times with argon, the reaction mixture was heated to 130° C. for 3 h, cooled to rt, and filtered. The filtrate was concentrated under reduced pressure and purified by flash chromatography on Biotage 40M columns, eluting with 80:20 hexanes-acetone to yield 5-bromo-1-(... Product: C=C(C)C1(C(=O)OC)Cc2ccccc2C1. As a reaction SMILES: [ClH:23].[OH:1][C:2]([CH3:3])([CH3:4])[C:5]1([C:14](=[O:15])[O:16][CH3:17])[CH2:6][c:7]2[cH:8][cH:9][cH:10][cH:11][c:12]2[CH2:13]1.[P:18]([Cl:19])([Cl:20])([Cl:21])=[O:22].[cH:24]1[cH:25][cH:26][n:27][cH:28][cH:29]1>>[C:2](=[CH2:3])([CH3:4])[C:5]1([C:14](=[O:15])[O:16][CH3:17])[CH2:6][c:7]2[cH:8][cH:9][cH:10][cH:11][c:12]2[CH2:13]1. Starting materials: Cl, COC(=O)C1(C(C)(C)O)Cc2ccccc2C1, O=P(Cl)(Cl)Cl, c1ccncc1.